This data is from the Open Reaction Database (ORD), a public repository of structured organic reaction records. The task is: describe an organic reaction: reactants, conditions, products, and yield The reactants are C1CCCCC1, C=CCCCP(=O)(OCC)OCC, [Li]C(C)CC, CCCCCCCCCCI, C1CCOC1. Product: C=CCCC(CCCCCCCCCC)P(=O)(OCC)OCC. As a reaction SMILES: [CH2:19]1[CH2:20][CH2:21][CH2:22][CH2:23][CH2:24]1.[CH2:1]([CH3:2])[O:3][P:4]([O:5][CH2:6][CH3:7])(=[O:8])[CH2:9][CH2:10][CH2:11][CH:12]=[CH2:13].[CH:14]([Li:15])([CH2:16][CH3:17])[CH3:18].[I:25][CH2:26][CH2:27][CH2:28][CH2:29][CH2:30][CH2:31][CH2:32][CH2:33][CH2:34][CH3:35].[O:36]1[CH2:37][CH2:38][CH2:39][CH2:40]1>>[CH2:1]([CH3:2])[O:3][P:4]([O:5][CH2:6][CH3:7])(=[O:8])[CH:9]([CH2:10][CH2:11][CH:12]=[CH2:13])[CH2:26][CH2:27][CH2:28][CH2:29][CH2:30][CH2:31][CH2:32][CH2:33][CH2:34][CH3:35]. Reactants: NC=1SC=CC1C#N (2-Amino-thiophene-3-carbonitrile), [N+](=O)([O-])C1=CC=C(S1)C=O (5-nitro-thiophene-2-carboxaldehyde), C(=O)(C(F)(F)F)O (TFA). Run in C(C)(C)O (isopropanol). Yields the product [N+](=O)([O-])C1=CC=C(S1)C=NC=1SC=CC1C#N (2-[(5-nitro-thiophen-2-ylmethylene)-amino]-thiophene-3-carbonitrile). Isolated yield 70.7%. As a reaction SMILES: [NH2:1][C:2]1[S:3][CH:4]=[CH:5][C:6]=1[C:7]#[N:8].[N+:9]([C:12]1[S:16][C:15]([CH:17]=O)=[CH:14][CH:13]=1)([O-:11])=[O:10].C(O)(C(F)(F)F)=O>C(O)(C)C>[N+:9]([C:12]1[S:16][C:15]([CH:17]=[N:1][C:2]2[S:3][CH:4]=[CH:5][C:6]=2[C:7]#[N:8])=[CH:14][CH:13]=1)([O-:11])=[O:10]. Procedure: 2-Amino-thiophene-3-carbonitrile (30 mg) and 5-nitro-thiophene-2-carboxaldehyde (41 mg) were mixed in isopropanol with TFA and refluxed for 28 hours. The reaction was then purified by flash chromatography, resulting in 45 mg (71%) of the title compound as an orange powder. M.p.: 192°-194° C. 1H-NMR (300 MHz, [D]acetone): δ=8.98 (s, 1H), 8.12 (d, 1H, 3J=4.3 Hz), 7.85 (d, 1H, 3J=4.3 Hz), 7.61 (d, 1H, 3J=5.7 Hz), 7.38 (d, 1H, 3J=5.7 Hz). 13C-NMR (300 MHz, [D] acetone): δ=161.2, 154.3, 147.3, 133.7,... Reactants: Clc1ncc(Br)c(Nc2ccc3c(c2)CCC3)n1, CCCCO, CO, Cl, CN(C)CC(O)COc1ccc(N)cc1. Product: CN(C)CC(O)COc1ccc(Nc2ncc(Br)c(Nc3ccc4c(c3)CCC4)n2)cc1. Reaction SMILES: [Br:17][c:18]1[c:19]([NH:25][c:26]2[cH:27][c:28]3[c:32]([cH:33][cH:34]2)[CH2:31][CH2:30][CH2:29]3)[n:20][c:21]([Cl:24])[n:22][cH:23]1.[CH2:37]([OH:38])[CH2:39][CH2:40][CH3:41].[CH3:35][OH:36].[ClH:1].[OH:2][CH:3]([CH2:4][O:5][c:6]1[cH:7][cH:8][c:9]([NH2:10])[cH:11][cH:12]1)[CH2:13][N:14]([CH3:15])[CH3:16]>>[OH:2][CH:3]([CH2:4][O:5][c:6]1[cH:7][cH:8][c:9]([NH:10][c:21]2[n:20][c:19]([NH:25][c:26]3[cH:27][c:28]4[c:32]([cH:33][cH:34]3)[CH2:31][CH2:30][CH2:29]4)[c:18]([Br:17])[cH:23][n:22]2)[cH:11][cH:12]1)[CH2:13][N:14]([CH3:15])[CH3:16]. Starting materials: Cl (hydrochloric acid), C([O-])([O-])=O.[K+].[K+] (potassium carbonate), BrCC(=O)OC (methyl bromoacetate), N1C(CCC=2C(CCCC12)=O)=O (3,4,7,8-tetrahydro-2,5(1H,6H)-quinolinedione). Solvent: CN(C=O)C (dimethylformamide). Product: C(=O)(OC)CN1C(CCC=2C(CCCC12)=O)=O (1-Carbomethoxymethyl-3,4,7,8-tetrahydro-2,5(1H,6H)-quinolinedione). Reaction SMILES: [NH:1]1[C:10]2[CH2:9][CH2:8][CH2:7][C:6](=[O:11])[C:5]=2[CH2:4][CH2:3][C:2]1=[O:12].C(=O)([O-])[O-].[K+].[K+].Br[CH2:20][C:21]([O:23][CH3:24])=[O:22].Cl>CN(C)C=O>[C:21]([CH2:20][N:1]1[C:10]2[CH2:9][CH2:8][CH2:7][C:6](=[O:11])[C:5]=2[CH2:4][CH2:3][C:2]1=[O:12])([O:23][CH3:24])=[O:22] |f:1.2.3|. Procedure: 3.17 g (0.019 mol) of 3,4,7,8-tetrahydro-2,5(1H,6H)-quinolinedione are dissolved in 25 ml of dimethylformamide, mixed with 5.3 g (1.2×0.019 mol) of anhydrous. potassium carbonate and then with 3.52 g (2×0.019 mol) of methyl bromoacetate and the mixture is stirred for 16 hours at ambient temperature. The mixture is neutralised with methanolic hydrochloric acid and evaporated down in a rotary evaporator. The residue is purified by column chromatography (silica gel, eluant: cyclohexane/ethyl acetat... The reactants are CC(C)CCC(CCC(C)C)=O (2,8-dimethylnonan-5-one), [BH4-].[Na+] (sodium borohydride). Run in CO (methanol). Conditions: time 1 hour. Product: CC(C)CCC(CCC(C)C)O (2,8-Dimethyl-5-hydroxynonane). Isolated yield 40.4%. RXN SMILES: [CH3:1][CH:2]([CH2:4][CH2:5][C:6](=[O:12])[CH2:7][CH2:8][CH:9]([CH3:11])[CH3:10])[CH3:3].[BH4-].[Na+]>CO>[CH3:3][CH:2]([CH2:4][CH2:5][CH:6]([OH:12])[CH2:7][CH2:8][CH:9]([CH3:11])[CH3:10])[CH3:1] |f:1.2|. Procedure details: A solution of 5.63 g (33 mmol) of 2,8-dimethylnonan-5-one in 150 ml of methanol was cooled to 0° C. and treated with 0.8 g (21 mmol) of sodium borohydride. After 1 h, the solution was quenched with 1N HCl; diluted with 1:1 hexane/ether; washed sequentially with 1N NaOH, water, and saturated brine; dried over MgSO4 ; and concentrated in vacuo. Flash chromatography using 10% ethyl acetate in hexane gave 2.30 g (40%) of the desired compound (Rf 0.36, 20% ethyl acetate in hexane) as a colorless oil.... The reactants are C=CCBr, CC(=O)Nc1cccc(C(=O)C=CN(C)C)c1. The product is C=CCN(C(C)=O)c1cccc(C(=O)C=CN(C)C)c1. RXN SMILES: [CH2:18]([CH:19]=[CH2:20])[Br:21].[CH3:1][N:2]([CH:3]=[CH:4][C:5](=[O:6])[c:7]1[cH:8][c:9]([NH:13][C:14]([CH3:15])=[O:16])[cH:10][cH:11][cH:12]1)[CH3:17]>>[CH3:1][N:2]([CH:3]=[CH:4][C:5](=[O:6])[c:7]1[cH:8][c:9]([N:13]([C:14]([CH3:15])=[O:16])[CH2:20][CH:19]=[CH2:18])[cH:10][cH:11][cH:12]1)[CH3:17]. Starting materials: C1(=CC=CC=C1)N1C=NC2=C(C1=O)SC=C2C2=CC=CC=C2 (3,7-Diphenylthieno[3,2-d]pyrimidin-4(3H)-one), NC1=C(SC=C1C1=C(C=CC=C1)OC)C(=O)OC (methyl 3-amino-4-(2-methoxyphenyl)thiophene-2-carboxylate), C(OCC)(OCC)OCC (triethyl orthoformate), ClC1=CC=C(N)C=C1 (4-chloroaniline). The solvent is C(C)(=O)O (acetic acid). Yields the product ClC1=CC=C(C=C1)N1C=NC2=C(C1=O)SC=C2C2=C(C=CC=C2)OC (3-(4-Chlorophenyl)-7-(2-methoxyphenyl)thieno[3,2-d]pyrimidin-4(3H)-one). Yield: 70.5%. Reaction SMILES: [C:1]1([N:7]2[C:12](=[O:13])[C:11]3[S:14][CH:15]=[C:16]([C:17]4[CH:22]=[CH:21][CH:20]=[CH:19][CH:18]=4)[C:10]=3[N:9]=[CH:8]2)[CH:6]=[CH:5][CH:4]=[CH:3][CH:2]=1.NC1C(C2C=CC=CC=2OC)=CSC=1C([O:39][CH3:40])=O.C(OCC)(OCC)OCC.[Cl:51]C1C=CC(N)=CC=1>C(O)(=O)C>[Cl:51][C:4]1[CH:5]=[CH:6][C:1]([N:7]2[C:12](=[O:13])[C:11]3[S:14][CH:15]=[C:16]([C:17]4[CH:18]=[CH:19][CH:20]=[CH:21][C:22]=4[O:39][CH3:40])[C:10]=3[N:9]=[CH:8]2)=[CH:2][CH:3]=1. Reported procedure: In the same manner as the synthesis of Compound 1, methyl 3-amino-4-(2-methoxyphenyl)thiophene-2-carboxylate (50 mg, 0.21 mmol), triethyl orthoformate (0.41 ml), 4-chloroaniline (45.05 mg, 0.35 mmol), and acetic acid (0.05 ml) were used to give 49.4 mg (0.13 mmol, 70.5% yield) of the title compound. The reactants are CCO, Cl, CNS(=O)(=O)c1cc(F)ccc1CN=[N+]=[N-]. Product: Cl, CNS(=O)(=O)c1cc(F)ccc1CN. RXN SMILES: [CH3:18][CH2:19][OH:20].[ClH:17].[N:1](=[N+:2]=[N-:3])[CH2:4][c:5]1[c:6]([S:12](=[O:13])(=[O:14])[NH:15][CH3:16])[cH:7][c:8]([F:11])[cH:9][cH:10]1>>[ClH:17].[NH2:1][CH2:4][c:5]1[c:6]([S:12](=[O:13])(=[O:14])[NH:15][CH3:16])[cH:7][c:8]([F:11])[cH:9][cH:10]1.